From a dataset of the Open Reaction Database (ORD), a public repository of structured organic reaction records. describe an organic reaction: reactants, conditions, products, and yield The reactants are [OH-].[Na+] (sodium hydroxide), FC(OC1=NN(C(=C1)C(=O)OC)C)F (methyl 3-(difluoromethoxy)-1-methyl-1H-pyrazole-5-carboxylate), Cl (hydrochloric acid). Solvent: CO (methanol). Conditions: time 8 hour. Product: FC(OC1=NN(C(=C1)C(=O)O)C)F (3-(Difluoromethoxy)-1-methyl-1H-pyrazole-5-carboxylic acid). Reaction SMILES: [F:1][CH:2]([F:14])[O:3][C:4]1[CH:8]=[C:7]([C:9]([O:11]C)=[O:10])[N:6]([CH3:13])[N:5]=1.[OH-].[Na+].Cl>CO>[F:14][CH:2]([F:1])[O:3][C:4]1[CH:8]=[C:7]([C:9]([OH:11])=[O:10])[N:6]([CH3:13])[N:5]=1 |f:1.2|. Procedure: 200 mg (0.97 mmol) of methyl 3-(difluoromethoxy)-1-methyl-1H-pyrazole-5-carboxylate are dissolved in 6.5 ml of methanol and 1.94 ml of 1M sodium hydroxide solution is added. The reaction mixture is stirred overnight at room temperature, then admixed with 1M hydrochloric acid and extracted with ethyl acetate. The organic phase is dried over sodium sulphate, filtered and concentrated by evaporation in vacuo. This gives 180 mg of 3-difluoromethoxy-1-methyl-1H-pyrazole-5-carboxylic acid (97%).